This data is from the Open Reaction Database (ORD), a public repository of structured organic reaction records. The task is: describe an organic reaction: reactants, conditions, products, and yield The reactants are CC(=O)OC(C)=O, CCOC(=O)C(CS)Cc1cnc(NC(=O)OC(C)(C)C)c(CO)c1, [Cl-], [NH4+], O. Product: CCOC(=O)C(CSC(C)=O)Cc1cnc(NC(=O)OC(C)(C)C)c(CO)c1. Reaction SMILES: [C:29]([CH3:30])(=[O:31])[O:32][C:33](=[O:34])[CH3:35].[CH2:1]([CH3:2])[O:3][C:4]([CH:5]([CH2:6][c:7]1[cH:8][n:9][c:10]([NH:15][C:16](=[O:17])[O:18][C:19]([CH3:20])([CH3:21])[CH3:22])[c:11]([CH2:13][OH:14])[cH:12]1)[CH2:23][SH:24])=[O:25].[Cl-:26].[NH4+:27].[OH2:28]>>[CH2:1]([CH3:2])[O:3][C:4]([CH:5]([CH2:6][c:7]1[cH:8][n:9][c:10]([NH:15][C:16](=[O:17])[O:18][C:19]([CH3:20])([CH3:21])[CH3:22])[c:11]([CH2:13][OH:14])[cH:12]1)[CH2:23][S:24][C:29]([CH3:30])=[O:31])=[O:25]. Starting materials: COC(CCBr)=O (methyl-3-bromopropionate), COC1=C(/C=C/C(C2=CC(=C(C=C2)OC)N)S(=O)(=O)C(C2=CC(=C(C=C2)OC)N)\C=C\C2=C(C=C(C=C2OC)OC)OC)C(=CC(=C1)OC)OC ((E)-2,4,6-trimethoxystyryl-3-amino-4-methoxybenzylsulfone). The product is COC1=C(/C=C/C(C2=CC(=C(C=C2)OC)NCCC(=O)O)S(=O)(=O)C(C2=CC(=C(C=C2)OC)NCCC(=O)O)\C=C\C2=C(C=C(C=C2OC)OC)OC)C(=CC(=C1)OC)OC ((E)-2,4,6-trimethoxystyryl-3-(2-carboxyethylamino)-4-methoxybenzylsulfone). RXN SMILES: C[O:2][C:3](=[O:7])[CH2:4][CH2:5]Br.[CH3:8][O:9][C:10]1[CH:54]=[C:53]([O:55][CH3:56])[CH:52]=[C:51]([O:57][CH3:58])[C:11]=1/[CH:12]=[CH:13]/[CH:14]([S:24]([CH:27](/[CH:37]=[CH:38]/[C:39]1[C:44]([O:45][CH3:46])=[CH:43][C:42]([O:47][CH3:48])=[CH:41][C:40]=1[O:49][CH3:50])[C:28]1[CH:33]=[CH:32][C:31]([O:34][CH3:35])=[C:30]([NH2:36])[CH:29]=1)(=[O:26])=[O:25])[C:15]1[CH:20]=[CH:19][C:18]([O:21][CH3:22])=[C:17]([NH2:23])[CH:16]=1>>[CH3:58][O:57][C:51]1[CH:52]=[C:53]([O:55][CH3:56])[CH:54]=[C:10]([O:9][CH3:8])[C:11]=1/[CH:12]=[CH:13]/[CH:14]([S:24]([CH:27](/[CH:37]=[CH:38]/[C:39]1[C:40]([O:49][CH3:50])=[CH:41][C:42]([O:47][CH3:48])=[CH:43][C:44]=1[O:45][CH3:46])[C:28]1[CH:33]=[CH:32][C:31]([O:34][CH3:35])=[C:30]([NH:36][CH2:5][CH2:4][C:3]([OH:7])=[O:2])[CH:29]=1)(=[O:26])=[O:25])[C:15]1[CH:20]=[CH:19][C:18]([O:21][CH3:22])=[C:17]([NH:23][CH2:5][CH2:4][C:3]([OH:2])=[O:7])[CH:16]=1. Reported procedure: A solution of methyl-3-bromopropionate(40 mmol) and (E)-2,4,6-trimethoxystyryl-3-amino-4-methoxybenzylsulfone (10 mmol) was reacted according to General Method B. The product obtained was purified by recrystallization from acetone. (m.p. 156-158° C.) Starting materials: COC(C(C(C1=CC(=C(C=C1)C)F)Cl)=O)=O (3-chloro-3-(3-fluoro-4-methyl-phenyl)-2-oxo-propionic acid methyl ester), C1(CC1)C(N)=S (cyclopropanecarbothioic acid amide). The product is COC(=O)C=1N=C(SC1C1=CC(=C(C=C1)C)F)C1CC1 (2-Cyclopropyl-5-(3-fluoro-4-methyl-phenyl)-thiazole-4-carboxylic Acid Methyl Ester). As a reaction SMILES: [CH3:1][O:2][C:3](=[O:16])[C:4](=O)[CH:5](Cl)[C:6]1[CH:11]=[CH:10][C:9]([CH3:12])=[C:8]([F:13])[CH:7]=1.[CH:17]1([C:20](=[S:22])[NH2:21])[CH2:19][CH2:18]1>>[CH3:1][O:2][C:3]([C:4]1[N:21]=[C:20]([CH:17]2[CH2:19][CH2:18]2)[S:22][C:5]=1[C:6]1[CH:11]=[CH:10][C:9]([CH3:12])=[C:8]([F:13])[CH:7]=1)=[O:16]. Reported procedure: prepared by reaction of 3-chloro-3-(3-fluoro-4-methyl-phenyl)-2-oxo-propionic acid methyl ester with cyclopropanecarbothioic acid amide.